This data is from the Open Reaction Database (ORD), a public repository of structured organic reaction records. The task is: describe an organic reaction: reactants, conditions, products, and yield The reactants are COC(C1=CC=C(C=C1)CBr)=O (4-Bromomethyl-benzoic acid methyl ester), CC1(COP(OC1)=O)C (5,5-dimethyl-[1,3,2]dioxaphosphinane 2-oxide), CN(C(=N)N(C)C)C (N,N,N′,N′-tetramethyl-guanidine). The solvent is C1(=CC=CC=C1)C (toluene), Cl (HCl). Conditions: time 18 hour. The product is COC(C1=CC=C(C=C1)CP1(OCC(CO1)(C)C)=O)=O (4-(5,5-Dimethyl-2-oxo-2λ5-[1,3,2-]dioxaphosphinan-2-ylmethyl)-benzoic acid methyl ester). RXN SMILES: [CH3:1][O:2][C:3](=[O:12])[C:4]1[CH:9]=[CH:8][C:7]([CH2:10]Br)=[CH:6][CH:5]=1.[CH3:13][C:14]1([CH3:21])[CH2:19][O:18][PH:17](=[O:20])[O:16][CH2:15]1.CN(C)C(N(C)C)=N>C1(C)C=CC=CC=1.Cl>[CH3:1][O:2][C:3](=[O:12])[C:4]1[CH:9]=[CH:8][C:7]([CH2:10][P:17]2(=[O:20])[O:18][CH2:19][C:14]([CH3:21])([CH3:13])[CH2:15][O:16]2)=[CH:6][CH:5]=1. Procedure details: 4-Bromomethyl-benzoic acid methyl ester (0.50 g, 2.18 mmol) was made 2.0 M in anhydrous toluene and to this mixture was added 5,5-dimethyl-[1,3,2]dioxaphosphinane 2-oxide (0.66 g, 4.37 mmol) followed by N,N,N′,N′-tetramethyl-guanidine (0.25 g, 2.18 mmol). The mixture was stirred at ambient temperature for 18 hours. The reaction mixture was then diluted with 1N aq HCl and extracted with EtOAc. The organic layer was again washed with 1 N aqueous HCl, brine, dried (MgSO4) then concentrated in vacuo... Starting materials: O=C1CCC(=O)N1Br, C[S-], Cc1c(-c2ccnc3cc(Cl)ccc23)c2cc(Cl)ccc2n1CC(=O)O, [Na+], CN(C)C=O. The product is CSCc1c(-c2ccnc3cc(Cl)ccc23)c2cc(Cl)ccc2n1CC(=O)O. RXN SMILES: [Br:1][N:2]1[C:3](=[O:4])[CH2:5][CH2:6][C:7]1=[O:8].[CH3:35][S-:36].[Cl:9][c:10]1[cH:11][c:12]2[c:13](-[c:24]3[cH:25][cH:26][n:27][c:28]4[cH:29][c:30]([Cl:34])[cH:31][cH:32][c:33]34)[c:14]([CH3:23])[n:15]([CH2:19][C:20](=[O:21])[OH:22])[c:16]2[cH:17][cH:18]1.[Na+:37].[O:38]=[CH:39][N:40]([CH3:41])[CH3:42]>>[Cl:9][c:10]1[cH:11][c:12]2[c:13](-[c:24]3[cH:25][cH:26][n:27][c:28]4[cH:29][c:30]([Cl:34])[cH:31][cH:32][c:33]34)[c:14]([CH2:23][S:36][CH3:35])[n:15]([CH2:19][C:20](=[O:21])[OH:22])[c:16]2[cH:17][cH:18]1. Starting materials: O1CCCC1 (tetrahydrofuran), O1C(OCC1)C1=CC=C(O1)CC=O ((5-[1,3]dioxolan-2-yl-furan-2-yl)-acetaldehyde), C([O-])(O)=O.[Na+] (sodium bicarbonate), NC1=CC=CC=C1 (aniline), triacetoxy sodium borohydride. The solvent is C(C)(=O)O (acetic acid). Run at time 19 hour. The product is O1C(OCC1)C1=CC=C(O1)CCNC1=CC=CC=C1 ((2-(5-[1,3]Dioxolan-2-yl-furan-2-yl)-ethyl)-phenylamine). Yield: 20.3%. As a reaction SMILES: [O:1]1[CH2:5][CH2:4][O:3][CH:2]1[C:6]1[O:10][C:9]([CH2:11][CH:12]=O)=[CH:8][CH:7]=1.[NH2:14][C:15]1[CH:20]=[CH:19][CH:18]=[CH:17][CH:16]=1.O1CCCC1.C(=O)(O)[O-].[Na+]>C(O)(=O)C>[O:3]1[CH2:4][CH2:5][O:1][CH:2]1[C:6]1[O:10][C:9]([CH2:11][CH2:12][NH:14][C:15]2[CH:20]=[CH:19][CH:18]=[CH:17][CH:16]=2)=[CH:8][CH:7]=1 |f:3.4|. Procedure: Next, the resulting (5-[1,3]dioxolan-2-yl-furan-2-yl)-acetaldehyde (1.57 g), aniline (0.94 mL, 10.3 mmol) and triacetoxy sodium borohydride (3.76 g, 17.2 mmol) were suspended in a mixture solution of tetrahydrofuran (30 mL) and acetic acid (1 mL) at 0° C., and the mixture was stirred at room temperature for 19 hours. An aqueous solution of saturated sodium bicarbonate was added to the reaction mixture at 0° C., which was then extracted with ethyl acetate, the organic layer was washed with brine ... The reactants are COC=C1C(CCC1(C)C)(C)C (2,2,5,5-tetramethylcyclopentylidenemethyl methyl ether), Cl (hydrochloric acid). Solvent: O1CCCC1 (tetrahydrofuran). Conditions: time 3 hour. Yields the product C(=O)C1C(CCC1(C)C)(C)C (1-formyl-2,2,5,5-tetramethylcyclopentane). Isolated yield 93.8%. Reaction SMILES: C[O:2][CH:3]=[C:4]1[C:8]([CH3:10])([CH3:9])[CH2:7][CH2:6][C:5]1([CH3:12])[CH3:11].Cl>O1CCCC1>[CH:3]([CH:4]1[C:5]([CH3:12])([CH3:11])[CH2:6][CH2:7][C:8]1([CH3:10])[CH3:9])=[O:2]. Reported procedure: 10 g of 2,2,5,5-tetramethylcyclopentylidenemethyl methyl ether was dissolved in 100 ml of tetrahydrofuran, and 50 ml of 6N-hydrochloric acid was added thereto. The mixture was vigorously stirred at room temperature for 3 hours, and then treated in the same manner as in Example 11 to obtain 8.60 g of 1-formyl-2,2,5,5-tetramethylcyclopentane. Yield 94%. Reaction SMILES: [C:41](=[O:42])([OH:43])[O-:44].[CH3:46][C:47]#[N:48].[Na+:45].[O:5]([c:6]1[cH:7][cH:8][cH:9][cH:10][cH:11]1)[c:12]1[cH:13][c:14]([CH2:15][S:16][CH2:17][C:18]([C:19]([F:20])([F:21])[F:22])([OH:23])[c:24]2[cH:25][cH:26][c:27]([O:30][CH2:31][CH3:32])[cH:28][cH:29]2)[cH:33][cH:34][cH:35]1.[S:1]([Cl:2])([Cl:3])=[O:4].[nH:36]1[cH:37][cH:38][n:39][cH:40]1>>[Cl:3][C:18]([CH2:17][S:16][CH2:15][c:14]1[cH:13][c:12]([O:5][c:6]2[cH:7][cH:8][cH:9][cH:10][cH:11]2)[cH:35][cH:34][cH:33]1)([C:19]([F:20])([F:21])[F:22])[c:24]1[cH:25][cH:26][c:27]([O:30][CH2:31][CH3:32])[cH:28][cH:29]1. Reactants: O=C([O-])O, CC#N, [Na+], CCOc1ccc(C(O)(CSCc2cccc(Oc3ccccc3)c2)C(F)(F)F)cc1, O=S(Cl)Cl, c1c[nH]cn1. Product: CCOc1ccc(C(Cl)(CSCc2cccc(Oc3ccccc3)c2)C(F)(F)F)cc1. The reactants are C(=O)C1(CCN(CC1)C(=O)OC(C)(C)C)CCO[Si](C)(C)C(C)(C)C (tert-butyl 4-formyl-4-(2-(tert-butyldimethylsilyloxy)eth-1-yl)piperidine-1-carboxylate), C[Li] (methyl lithium), C[Li] (methyl lithium), C([O-])(O)=O.[Na+] (sodium bicarbonate). The solvent is C1CCOC1 (THF), CCOCC (ether), CCOCC (ether). Run at time 2 hour. Product: OC(C)C1(CCN(CC1)C(=O)OC(C)(C)C)CCO[Si](C)(C)C(C)(C)C (tert-Butyl 4-(1-hydroxyeth-1-yl)-4-(2-(tert-butyldimethylsilyloxy)eth-1-yl)piperidine-1-carboxylate). As a reaction SMILES: [CH:1]([C:3]1([CH2:16][CH2:17][O:18][Si:19]([C:22]([CH3:25])([CH3:24])[CH3:23])([CH3:21])[CH3:20])[CH2:8][CH2:7][N:6]([C:9]([O:11][C:12]([CH3:15])([CH3:14])[CH3:13])=[O:10])[CH2:5][CH2:4]1)=[O:2].C[Li].[C:28](=O)(O)[O-].[Na+]>C1COCC1.CCOCC>[OH:2][CH:1]([C:3]1([CH2:16][CH2:17][O:18][Si:19]([C:22]([CH3:25])([CH3:24])[CH3:23])([CH3:20])[CH3:21])[CH2:4][CH2:5][N:6]([C:9]([O:11][C:12]([CH3:14])([CH3:15])[CH3:13])=[O:10])[CH2:7][CH2:8]1)[CH3:28] |f:2.3|. Reported procedure: To a solution of tert-butyl 4-formyl-4-(2-(tert-butyldimethylsilyloxy)eth-1-yl)piperidine-1-carboxylate (6.3 g, 17 mmol) in THF (170 mL) at −70° C. was added 1.4M methyl lithium in ether (13.3 mL, 19 mmol). After 2 h, an additional amount of 1.4M methyl lithium in ether (2.5 mL) was added. After an additional 30 min, the reaction was poured into aq. sodium bicarbonate and extracted three times with ether. The combined organic layers were washed with brine, dried over sodium sulfate, filtered, an... Reactants: C1CCOC1, Nc1ccc(N2CCOCC2)cc1, CCn1nc(C)cc1C(=O)Nc1cccc(C(=O)c2ccc3c(c2)NC(=O)C3=CO)c1. Yields the product CCn1nc(C)cc1C(=O)Nc1cccc(C(=O)c2ccc3c(c2)NC(=O)C3=CNc2ccc(N3CCOCC3)cc2)c1. RXN SMILES: [CH2:45]1[O:46][CH2:47][CH2:48][CH2:49]1.[NH2:32][c:33]1[cH:34][cH:35][c:36]([N:39]2[CH2:40][CH2:41][O:42][CH2:43][CH2:44]2)[cH:37][cH:38]1.[OH:1][CH:2]=[C:3]1[C:4](=[O:31])[NH:5][c:6]2[cH:7][c:8]([C:12](=[O:13])[c:14]3[cH:15][c:16]([NH:20][C:21](=[O:22])[c:23]4[n:24]([CH2:29][CH3:30])[n:25][c:26]([CH3:28])[cH:27]4)[cH:17][cH:18][cH:19]3)[cH:9][cH:10][c:11]21>>[CH:2](=[C:3]1[C:4](=[O:31])[NH:5][c:6]2[cH:7][c:8]([C:12](=[O:13])[c:14]3[cH:15][c:16]([NH:20][C:21](=[O:22])[c:23]4[n:24]([CH2:29][CH3:30])[n:25][c:26]([CH3:28])[cH:27]4)[cH:17][cH:18][cH:19]3)[cH:9][cH:10][c:11]21)[NH:32][c:33]1[cH:34][cH:35][c:36]([N:39]2[CH2:40][CH2:41][O:42][CH2:43][CH2:44]2)[cH:37][cH:38]1. The reactants are CC1=C2C(=CNC2=CC=C1NC=1C(C(C1C)=O)=O)CCCOS(=O)(=O)C (4-methyl-5-(1,2-dioxo-4-methyl-3-cyclobuten-3-yl)amino-3-(3-methanesulfonyloxypropyl)indole), COC=1C(=NC=NC1)N1CCNCC1 (1-(5-methoxy-4-pyrimidyl)piperazine), C(C)(C)N(CC)C(C)C (diisopropylethylamine), CO (MeOH). Run in C(C)(=O)OCC (ethyl acetate), C(C)#N (acetonitrile). Yields the product SiO2 MeCN, [NH4+].[OH-] (NH4OH), COC=1C(=NC=NC1)N1CCN(CC1)CCCC1=CNC2=CC=C(C(=C12)C)NC=1C(C(C1C)=O)=O (3-[3-[4-(5-Methoxy-4-pyrimidyl)-1-piperazinyl]propyl]4-methyl-5-(1,2-dioxo-4-methyl-3-cyclobuten-3-yl)aminoindole). The yield is 155.2%. Reaction SMILES: [CH3:1][C:2]1[C:10]([NH:11][C:12]2[C:13](=[O:18])[C:14](=[O:17])[C:15]=2[CH3:16])=[CH:9][CH:8]=[C:7]2[C:3]=1[C:4]([CH2:19][CH2:20][CH2:21]OS(C)(=O)=O)=[CH:5][NH:6]2.[CH3:27][O:28][C:29]1[C:30]([N:35]2[CH2:40][CH2:39][NH:38][CH2:37][CH2:36]2)=[N:31][CH:32]=[N:33][CH:34]=1.C(N(C(C)C)CC)(C)C.CO>C(#N)C.C(OCC)(=O)C>[NH4+:6].[OH-:17].[CH3:27][O:28][C:29]1[C:30]([N:35]2[CH2:40][CH2:39][N:38]([CH2:21][CH2:20][CH2:19][C:4]3[C:3]4[C:7](=[CH:8][CH:9]=[C:10]([NH:11][C:12]5[C:13](=[O:18])[C:14](=[O:17])[C:15]=5[CH3:16])[C:2]=4[CH3:1])[NH:6][CH:5]=3)[CH2:37][CH2:36]2)=[N:31][CH:32]=[N:33][CH:34]=1 |f:6.7|. Procedure: A mixture of 4-methyl-5-(1,2-dioxo-4-methyl-3-cyclobuten-3-yl)amino-3-(3-methanesulfonyloxypropyl)indole (0.154 g, 0.41 mmol), 1-(5-methoxy-4-pyrimidyl)piperazine (0.087 g, 0.45 mmol), finely pulverized KI (0.075 g, 0.45 mmol) and diisopropylethylamine (0.365 mL, 2.1 mmol) in 5 mL of acetonitrile was heated to reflux under Ar for 13 h. The resulting slurry was diluted with ethyl acetate, washed (H2O×2; brine), dried (Na2SO4) and evaporated to give a light brown gum. Flash chromatography of this ... The reactants are C(C1=CC=CC=C1)N1N=C(N=N1)C(CCCCCO)S(=O)(=O)C1=CC=C(C=C1)Cl (6-(2-benzyl-2H-tetrazol-5-yl)-6-[(4-chlorophenyl)sulfonyl]-1-hexanol), C(#N)C=P(CCCC)(CCCC)CCCC (cyanomethylenetri-n-butylphosphorane). Solvent: C1(=CC=CC=C1)C (toluene), C1(=CC=CC=C1)C (toluene). Yields the product C(C1=CC=CC=C1)N1N=C(N=N1)C1(CCCCC1)S(=O)(=O)C1=CC=C(C=C1)Cl (2-Benzyl-5-[1-(4-chlorobenzenesulfonyl) cyclohexyl]-2H-tetrazole). The yield is 57.6%. As a reaction SMILES: [CH2:1]([N:8]1[N:12]=[N:11][C:10]([CH:13]([S:20]([C:23]2[CH:28]=[CH:27][C:26]([Cl:29])=[CH:25][CH:24]=2)(=[O:22])=[O:21])[CH2:14][CH2:15][CH2:16][CH2:17][CH2:18]O)=[N:9]1)[C:2]1[CH:7]=[CH:6][CH:5]=[CH:4][CH:3]=1.C(C=P(CCCC)(CCCC)CCCC)#N>C1(C)C=CC=CC=1>[CH2:1]([N:8]1[N:12]=[N:11][C:10]([C:13]2([S:20]([C:23]3[CH:28]=[CH:27][C:26]([Cl:29])=[CH:25][CH:24]=3)(=[O:22])=[O:21])[CH2:18][CH2:17][CH2:16][CH2:15][CH2:14]2)=[N:9]1)[C:2]1[CH:7]=[CH:6][CH:5]=[CH:4][CH:3]=1. Reported procedure: To a toluene (3 ml) solution of 6-(2-benzyl-2H-tetrazol-5-yl)-6-[(4-chlorophenyl)sulfonyl]-1-hexanol (145 mg, 0.33 mmol) was added a toluene (3 ml) solution of cyanomethylenetri-n-butylphosphorane (179 mg, 0.67 m=ol). The resulting mixture was heated under reflux for 7 hours. After cooling to room temperature, the reaction mixture was concentrated under reduced pressure. The residue was subjected to flash silica gel chromatography and the fraction obtained from the hexane:ethyl acetate=4:1 eluat... Procedure: To a solution of 0.05 moles of p-carboxy-α-hydroxyhydratropamide in 50 cc. of acetic acid is added 5 cc. of a concentrated sulfuric acid. The mixture is heated on the steam-bath for 1/2 hour, then concentrated in vacuo. Addition of water to the residue and filtration gives p-carboxyatropamide. Starting materials: C(=O)(O)C1=CC=C(C(C(=O)N)(C)O)C=C1 (p-carboxy-α-hydroxyhydratropamide), S(O)(O)(=O)=O (sulfuric acid). Yields the product C(=O)(O)C1=CC=C(C(C(=O)N)=C)C=C1 (p-carboxyatropamide). Reaction SMILES: [C:1]([C:4]1[CH:15]=[CH:14][C:7]([C:8](O)([CH3:12])[C:9]([NH2:11])=[O:10])=[CH:6][CH:5]=1)([OH:3])=[O:2].S(=O)(=O)(O)O>C(O)(=O)C>[C:1]([C:4]1[CH:15]=[CH:14][C:7]([C:8](=[CH2:12])[C:9]([NH2:11])=[O:10])=[CH:6][CH:5]=1)([OH:3])=[O:2]. Solvent: C(C)(=O)O (acetic acid).